This data is from the Open Reaction Database (ORD), a public repository of structured organic reaction records. The task is: describe an organic reaction: reactants, conditions, products, and yield Starting materials: COC1=CC=C(C=C1)CCC(C)=O (4-(4-methoxyphenyl)-2-butanone), C(C1=CC=CC=C1)(=O)Cl (benzoyl chloride), [Cl-].[Al+3].[Cl-].[Cl-] (aluminium chloride). The solvent is C(Cl)Cl (methylene chloride). Run at time 1 hour. Yields the product C(C1=CC=CC=C1)(=O)C=1C=C(C=CC1OC)CCC(C)=O (4-(3-benzoyl-4-methoxyphenyl)-2-butanone). Yield: 49.2%. As a reaction SMILES: [CH3:1][O:2][C:3]1[CH:8]=[CH:7][C:6]([CH2:9][CH2:10][C:11](=[O:13])[CH3:12])=[CH:5][CH:4]=1.[C:14](Cl)(=[O:21])[C:15]1[CH:20]=[CH:19][CH:18]=[CH:17][CH:16]=1.[Cl-].[Al+3].[Cl-].[Cl-]>C(Cl)Cl>[C:14]([C:4]1[CH:5]=[C:6]([CH2:9][CH2:10][C:11](=[O:13])[CH3:12])[CH:7]=[CH:8][C:3]=1[O:2][CH3:1])(=[O:21])[C:15]1[CH:20]=[CH:19][CH:18]=[CH:17][CH:16]=1 |f:2.3.4.5|. Procedure: To a stirred mixture of 4-(4-methoxyphenyl)-2-butanone (15.4 g.), benzoyl chloride (13 g.) and methylene chloride (250 ml) at 0° C was added portionwise aluminium chloride (23 g.) over a 20 minute period. The mixture was stirred a further 1 hour at room temperature and then poured onto ice and worked up in the usual way. Distillation of the product gave 4-(3-benzoyl-4-methoxyphenyl)-2-butanone (12 g.), b.p. 188° - 192° C (0.01 mm). Reactants: FC(C=1C=C(C=CC1)N=C=O)(F)F (3-trifluoromethyl-phenylisocyanat), NC1=NC(=CC(=N1)OC=1C=C2CCNC2=CC1)Cl (5-(2-amino-6-chloro-pyrimidin-4-yloxy)-2,3-dihydro-indole). Run in CCOC(=O)C (EtOAc), O (water), C1CCOC1 (THF), C1CCOC1 (THF). Run at time 30 minute. The product is FC(C=1C=C(C=CC1)NC(=O)N1CCC2=CC(=CC=C12)OC1=NC(=NC(=C1)Cl)N)(F)F (5-(2-Amino-6-chloro-pyrimidin-4-yloxy)-2,3-dihydro-indole-1-carboxylic acid (3-trifluoromethyl-phenyl)-amide). RXN SMILES: [F:1][C:2]([F:13])([F:12])[C:3]1[CH:4]=[C:5]([N:9]=[C:10]=[O:11])[CH:6]=[CH:7][CH:8]=1.[NH2:14][C:15]1[N:20]=[C:19]([O:21][C:22]2[CH:23]=[C:24]3[C:28](=[CH:29][CH:30]=2)[NH:27][CH2:26][CH2:25]3)[CH:18]=[C:17]([Cl:31])[N:16]=1>C1COCC1.CCOC(C)=O.O>[F:1][C:2]([F:12])([F:13])[C:3]1[CH:4]=[C:5]([NH:9][C:10]([N:27]2[C:28]3[C:24](=[CH:23][C:22]([O:21][C:19]4[CH:18]=[C:17]([Cl:31])[N:16]=[C:15]([NH2:14])[N:20]=4)=[CH:30][CH:29]=3)[CH2:25][CH2:26]2)=[O:11])[CH:6]=[CH:7][CH:8]=1. Reported procedure: A solution of 226 mg (1.21 mMol) 3-trifluoromethyl-phenylisocyanat in 5 ml THF is added dropwise to 302 mg (1.15 mMol) 5-(2-amino-6-chloro-pyrimidin-4-yloxy)-2,3-dihydro-indole (Step 24.2) in 5 ml THF. After 30 min, the reaction mixture is diluted with EtOAc and water, the aqueous layer separated off and extracted twice with EtOAc. The organic phases are washed with water and brine, dried (Na2SO4) and concentrated. Chromatography (Combi Flash; EtOAc/hexane 1:4→2:5) gives the title compound: MS: ...